Dataset: the Open Reaction Database (ORD), a public repository of structured organic reaction records. Task: describe an organic reaction: reactants, conditions, products, and yield Starting materials: O=S1(N=C(NC2=C1C=CC=C2)C2=C(C1=C(N(C2=O)N=CC(C)C)C=CS1)O)=O (6-(1,1-dioxido-4H-1,2,4-benzothiadiazin-3-yl)-7-hydroxy-4-{[2-methylpropylidene]amino}thieno[3,2-b]pyridin-5(4H)-one), CO (methanol), solution, [BH4-].[Li+] (lithium borohydride), Cl (hydrochloric acid). The solvent is O1CCCC1 (tetrahydrofuran), O1CCCC1 (tetrahydrofuran), O (water). Conditions: temperature 25 celsius, time 2 hour. The product is C1(CC1)C(C)NN1C2=C(C(=C(C1=O)C1=NS(C3=C(N1)C=CC=C3)(=O)=O)O)SC=C2 (4-{[1-cyclopropylethyl]amino}-6-(1,1-dioxido-4H-1,2,4-benzothiadiazin-3-yl)-7-hydroxythieno[3,2-b]pyridin-5(4H)-one). Reaction SMILES: [O:1]=[S:2]1(=[O:28])[C:7]2[CH:8]=[CH:9][CH:10]=[CH:11][C:6]=2[NH:5][C:4]([C:12]2[C:17](=[O:18])[N:16]([N:19]=[CH:20][CH:21]([CH3:23])[CH3:22])[C:15]3[CH:24]=[CH:25][S:26][C:14]=3[C:13]=2[OH:27])=[N:3]1.[CH3:29]O.[BH4-].[Li+].Cl>O1CCCC1.O>[CH:21]1([CH:20]([NH:19][N:16]2[C:17](=[O:18])[C:12]([C:4]3[NH:5][C:6]4[CH:11]=[CH:10][CH:9]=[CH:8][C:7]=4[S:2](=[O:1])(=[O:28])[N:3]=3)=[C:13]([OH:27])[C:14]3[S:26][CH:25]=[CH:24][C:15]2=3)[CH3:29])[CH2:22][CH2:23]1 |f:2.3|. Procedure details: The product of Example 269A (0.058 g, 0.14 mmol) in tetrahydrofuran (4 mL) and methanol (0.012 mL, 0.3 mmol) at 0° C. was treated dropwise with a 2.0M solution of lithium borohydride in tetrahydrofuran (0.12 mL, 0.24 mmol). The reaction was stirred at 25° C. for 2 hour, acidified with 1 M hydrochloric acid a pH of approximately 2-4, diluted with water (20 mL), and the resulting precipitate was collected by filtration and dried. The crude product was chromatographed on silica gel with dichloromet... The product is COC(=O)C(C)NC(=O)Cc1cc(F)cc(F)c1. Reaction SMILES: [CH3:14][O:15][C:16]([CH:17]([NH2:18])[CH3:19])=[O:20].[CH3:34][CH2:35][O:36][C:37](=[O:38])[CH3:39].[Cl:31][CH2:32][Cl:33].[ClH:13].[F:1][c:2]1[cH:3][c:4]([CH2:9][C:10](=[O:11])[OH:12])[cH:5][c:6]([F:8])[cH:7]1.[OH:21][n:22]1[c:23]2[c:24]([cH:25][cH:26][cH:27][cH:28]2)[n:29][n:30]1>>[F:1][c:2]1[cH:3][c:4]([CH2:9][C:10](=[O:12])[NH:18][CH:17]([C:16]([O:15][CH3:14])=[O:20])[CH3:19])[cH:5][c:6]([F:8])[cH:7]1. The reactants are COC(=O)C(C)N, CCOC(C)=O, ClCCl, Cl, O=C(O)Cc1cc(F)cc(F)c1, On1nnc2ccccc21.